Dataset: the Open Reaction Database (ORD), a public repository of structured organic reaction records. Task: describe an organic reaction: reactants, conditions, products, and yield Reactants: C(C)[SiH](CC)CC (triethyl silane), C(C1=CC=CC=C1)(C1=CC=CC=C1)(C1=CC=CC=C1)ONC([C@@H](C1CCN(CC1)C(=O)OCCC1=C2C(=CC=C1)OCO2)N(CC2=CC=NC=C2)S(=O)(=O)C2=CC=C(C=C2)OC)=O (N-(trityloxy)-2-(R)-[(4-methoxybenzenesulfonyl) (4-picolyl)amino]-2-[(N-(2-(2,3-methylenedioxyphenyl)-ethoxycarbonyl))-4-piperidinyl]acetamide), FC(C(=O)O)(F)F (trifluoroacetic acid). Run in C(Cl)Cl (methylene chloride). Run at temperature 0 celsius, time 5 minute. The product is FC(C(=O)O)(F)F.ONC([C@@H](C1CCN(CC1)C(=O)OCCC1=C2C(=CC=C1)OCO2)N(CC2=CC=NC=C2)S(=O)(=O)C2=CC=C(C=C2)OC)=O (N-hydroxy-2-(R)-[(4-methoxybenzenesulfonyl)(4-picolyl)amino]-2-[(N-(2-(2,3-methylenedioxyphenyl)-ethoxycarbonyl))-4-piperidinyl]acetamide trifluoroacetic acid salt). RXN SMILES: C([O:20][NH:21][C:22](=[O:63])[C@H:23]([N:44]([S:52]([C:55]1[CH:60]=[CH:59][C:58]([O:61][CH3:62])=[CH:57][CH:56]=1)(=[O:54])=[O:53])[CH2:45][C:46]1[CH:51]=[CH:50][N:49]=[CH:48][CH:47]=1)[CH:24]1[CH2:29][CH2:28][N:27]([C:30]([O:32][CH2:33][CH2:34][C:35]2[CH:40]=[CH:39][CH:38]=[C:37]3[O:41][CH2:42][O:43][C:36]=23)=[O:31])[CH2:26][CH2:25]1)(C1C=CC=CC=1)(C1C=CC=CC=1)C1C=CC=CC=1.C([SiH](CC)CC)C.[F:71][C:72]([F:77])([F:76])[C:73]([OH:75])=[O:74]>C(Cl)Cl>[F:71][C:72]([F:77])([F:76])[C:73]([OH:75])=[O:74].[OH:20][NH:21][C:22](=[O:63])[C@H:23]([N:44]([S:52]([C:55]1[CH:56]=[CH:57][C:58]([O:61][CH3:62])=[CH:59][CH:60]=1)(=[O:54])=[O:53])[CH2:45][C:46]1[CH:51]=[CH:50][N:49]=[CH:48][CH:47]=1)[CH:24]1[CH2:25][CH2:26][N:27]([C:30]([O:32][CH2:33][CH2:34][C:35]2[CH:40]=[CH:39][CH:38]=[C:37]3[O:41][CH2:42][O:43][C:36]=23)=[O:31])[CH2:28][CH2:29]1 |f:4.5|. Procedure details: To a solution of N-(trityloxy)-2-(R)-[(4-methoxybenzenesulfonyl) (4-picolyl)amino]-2-[(N-(2-(2,3-methylenedioxyphenyl)-ethoxycarbonyl))-4-piperidinyl]acetamide (468 mg, 0.54 mmol) in methylene chloride (10 ml) cooled to 0° C. is added triethyl silane (0.17 ml, 1.08 mmol) followed by slow addition of trifluoroacetic acid (0.33 ml, 4.31 mmol). After stirring at 0° C. for 5 minutes, the solvent is removed in vacuo, at room temperature. The resulting white solid is dried on high vacuum for 1 hour an...